Dataset: the Open Reaction Database (ORD), a public repository of structured organic reaction records. Task: describe an organic reaction: reactants, conditions, products, and yield The product is ClC1=CC=C(C=C1)C(N1CC(C1)=CS(=O)(=O)CC=1C=C(C(=O)NCC(CC)C)C=CC1)C1=CC=C(C=C1)Cl (3-({1-[bis(4-chlorophenyl)methyl]azetidin-3-ylidene}methanesulfonylmethyl)-N-(2-methylbutyl)benzamide). Reported procedure: The operation is carried out under the conditions described in Example 124 starting with 110 mg of activated 3-({1-[bis(4-chlorophenyl)methyl]azetidin-3-ylidene}methanesulfonylmethyl)benzoic acid on TFP resin (121 μM) and 0.023 cm3 of 2-methylbutylamine. 49 mg of 3-({1-[bis(4-chlorophenyl)methyl]azetidin-3-ylidene}methanesulfonylmethyl)-N-(2-methylbutyl)benzamide are thus obtained [1H NMR spectrum (400 MHz, (CD3)2SO-d6, δ in ppm): from 0.80 to 0.95 (mt, 6H), from 1.05 to 120 (mt, 1H), 1.41 (mt, ... The reactants are ClC1=CC=C(C=C1)C(N1CC(C1)=CS(=O)(=O)CC=1C=C(C(=O)O)C=CC1)C1=CC=C(C=C1)Cl (3-({1-[bis(4-chlorophenyl)methyl]azetidin-3-ylidene}methanesulfonylmethyl)benzoic acid), resin, CC(CN)CC (2-methylbutylamine). As a reaction SMILES: [Cl:1][C:2]1[CH:7]=[CH:6][C:5]([CH:8]([C:27]2[CH:32]=[CH:31][C:30]([Cl:33])=[CH:29][CH:28]=2)[N:9]2[CH2:12][C:11](=[CH:13][S:14]([CH2:17][C:18]3[CH:19]=[C:20]([CH:24]=[CH:25][CH:26]=3)[C:21]([OH:23])=O)(=[O:16])=[O:15])[CH2:10]2)=[CH:4][CH:3]=1.[CH3:34][CH:35]([CH2:38][CH3:39])[CH2:36][NH2:37]>>[Cl:1][C:2]1[CH:7]=[CH:6][C:5]([CH:8]([C:27]2[CH:28]=[CH:29][C:30]([Cl:33])=[CH:31][CH:32]=2)[N:9]2[CH2:10][C:11](=[CH:13][S:14]([CH2:17][C:18]3[CH:19]=[C:20]([CH:24]=[CH:25][CH:26]=3)[C:21]([NH:37][CH2:36][CH:35]([CH3:34])[CH2:38][CH3:39])=[O:23])(=[O:16])=[O:15])[CH2:12]2)=[CH:4][CH:3]=1. The reactants are O=C([O-])[O-], CCOC(=O)c1cc2cccc(NS(=O)(=O)c3ccccc3OC)c2n1COC, CI, CN(C)C=O, CCOC(C)=O, [K+], [K+]. The product is CCOC(=O)c1cc2cccc(N(C)S(=O)(=O)c3ccccc3OC)c2n1COC. Reaction SMILES: [C:30](=[O:31])([O-:32])[O-:33].[CH3:1][O:2][CH2:3][n:4]1[c:5]([C:25](=[O:26])[O:27][CH2:28][CH3:29])[cH:6][c:7]2[cH:8][cH:9][cH:10][c:11]([NH:13][S:14](=[O:15])(=[O:16])[c:17]3[c:18]([O:23][CH3:24])[cH:19][cH:20][cH:21][cH:22]3)[c:12]12.[CH3:36][I:37].[CH3:38][N:39]([CH3:40])[CH:41]=[O:42].[CH3:43][CH2:44][O:45][C:46](=[O:47])[CH3:48].[K+:34].[K+:35]>>[CH3:1][O:2][CH2:3][n:4]1[c:5]([C:25](=[O:26])[O:27][CH2:28][CH3:29])[cH:6][c:7]2[cH:8][cH:9][cH:10][c:11]([N:13]([S:14](=[O:15])(=[O:16])[c:17]3[c:18]([O:23][CH3:24])[cH:19][cH:20][cH:21][cH:22]3)[CH3:30])[c:12]12. Starting materials: OC1OCCN(Cc2ccccc2)C1c1ccccc1, C1CCOC1, CCCC[N+](CCCC)(CCCC)CCCC, FC(F)(F)c1cc(CBr)cc(C(F)(F)F)c1, [I-], [Na+], O=C([O-])O. Yields the product FC(F)(F)c1cc(COC2OCCN(Cc3ccccc3)C2c2ccccc2)cc(C(F)(F)F)c1. Reaction SMILES: [CH2:1]([c:2]1[cH:3][cH:4][cH:5][cH:6][cH:7]1)[N:8]1[CH:9]([c:15]2[cH:16][cH:17][cH:18][cH:19][cH:20]2)[CH:10]([OH:14])[O:11][CH2:12][CH2:13]1.[CH2:42]1[O:43][CH2:44][CH2:45][CH2:46]1.[CH2:48]([N+:49]([CH2:50][CH2:51][CH2:52][CH3:53])([CH2:54][CH2:55][CH2:56][CH3:57])[CH2:58][CH2:59][CH2:60][CH3:61])[CH2:62][CH2:63][CH3:64].[F:21][C:22]([c:23]1[cH:24][c:25]([CH2:26][Br:27])[cH:28][c:29]([C:31]([F:32])([F:33])[F:34])[cH:30]1)([F:35])[F:36].[I-:47].[Na+:41].[O-:37][C:38]([OH:39])=[O:40]>>[CH2:1]([c:2]1[cH:3][cH:4][cH:5][cH:6][cH:7]1)[N:8]1[CH:9]([c:15]2[cH:16][cH:17][cH:18][cH:19][cH:20]2)[CH:10]([O:14][CH2:26][c:25]2[cH:24][c:23]([C:22]([F:21])([F:35])[F:36])[cH:30][c:29]([C:31]([F:32])([F:33])[F:34])[cH:28]2)[O:11][CH2:12][CH2:13]1. Reactants: Cc1ccnc(CO)c1, O=S(Cl)Cl, c1ccccc1. Product: Cc1ccnc(CCl)c1. RXN SMILES: [OH:1][CH2:2][c:3]1[n:4][cH:5][cH:6][c:7]([CH3:9])[cH:8]1.[S:10]([Cl:11])([Cl:12])=[O:13].[cH:14]1[cH:15][cH:16][cH:17][cH:18][cH:19]1>>[CH2:2]([c:3]1[n:4][cH:5][cH:6][c:7]([CH3:9])[cH:8]1)[Cl:12].